This data is from the Open Reaction Database (ORD), a public repository of structured organic reaction records. The task is: describe an organic reaction: reactants, conditions, products, and yield Run in C1CCOC1 (THF), O1CCCC1 (tetrahydrofuran). Run at temperature 60 celsius, time 15 minute. As a reaction SMILES: [Zn:1].[Br:2]CCBr.Cl[Si](C)(C)C.Br[CH2:12][C:13]1[CH:18]=[CH:17][CH:16]=[CH:15][C:14]=1[C:19]([F:22])([F:21])[F:20]>O1CCCC1>[Br-:2].[F:20][C:19]([F:22])([F:21])[C:14]1[CH:15]=[CH:16][CH:17]=[CH:18][C:13]=1[CH2:12][Zn+:1] |f:5.6|. Procedure: In a dried flask zinc powder (2.489 g, 38.07 mmol) was suspended in anhydrous tetrahydrofuran (50 mL) under nitrogen. The resulting suspension was warmed to 60° C., then 1,2-dibromoethane (0.126 mL, 1.46 mmol) was added and stirred at that temperature for 15 min. It was cooled to room temperature, then chlorotrimethylsilane (0.149 mL, 1.17 mmol) was added and stirred for 20 min. 1-(Bromomethyl)-2-(trifluoromethyl)benzene (4.46 mL, 29.28 mmol) in THF (2 mL) was added dropwise and stirring was con... Product: [Br-].FC(C1=C(C[Zn+])C=CC=C1)(F)F ((2-(Trifluoromethyl)benzyl)zinc(II) bromide). The reactants are BrCC1=C(C=CC=C1)C(F)(F)F (1-(Bromomethyl)-2-(trifluoromethyl)benzene), [Zn] (zinc), Cl[Si](C)(C)C (chlorotrimethylsilane), BrCCBr (1,2-dibromoethane). Starting materials: CCOC(=O)C(CC1CCCC1)c1ccc([N+](=O)[O-])cc1, CO, [Na+], [OH-]. Yields the product O=C(O)C(CC1CCCC1)c1ccc([N+](=O)[O-])cc1. Reaction SMILES: [CH2:1]([CH3:2])[O:3][C:4]([CH:5]([CH2:6][CH:7]1[CH2:8][CH2:9][CH2:10][CH2:11]1)[c:12]1[cH:13][cH:14][c:15]([N+:18](=[O:19])[O-:20])[cH:16][cH:17]1)=[O:21].[CH3:24][OH:25].[Na+:23].[OH-:22]>>[O:3]=[C:4]([CH:5]([CH2:6][CH:7]1[CH2:8][CH2:9][CH2:10][CH2:11]1)[c:12]1[cH:13][cH:14][c:15]([N+:18](=[O:19])[O-:20])[cH:16][cH:17]1)[OH:21]. The reactants are Cc1cc(O)ccc1C=O, O=Cc1ccccc1O. Product: O=Cc1ccccc1. RXN SMILES: [CH3:10][c:11]1[cH:12][c:13]([OH:14])[cH:15][cH:16][c:17]1[CH:18]=[O:19].[CH:1](=[O:2])[c:3]1[cH:4][cH:5][cH:6][cH:7][c:8]1[OH:9]>>[CH:1](=[O:2])[c:3]1[cH:4][cH:5][cH:6][cH:7][cH:8]1.